From a dataset of the Open Reaction Database (ORD), a public repository of structured organic reaction records. describe an organic reaction: reactants, conditions, products, and yield Starting materials: OC1N(C(C2=CC=CC=C12)=O)C1=NC2=CC=CN=C2C=C1 (3-hydroxy-2-(1,5-naphthyridin-2-yl)isoindolin-1-one), ClC(=O)N1CCN(CC1)C (1-chlorocarbonyl-4-methyl-piperazine), O (water), [H-].[Na+] (sodium hydride). Run in CN(C=O)C (dimethylformamide), CN(C=O)C (dimethylformamide), CN(C=O)C (dimethylformamide). Conditions: temperature 13 celsius, time 4 hour. The product is CN1CCN(CC1)C(=O)OC1N(C(C2=CC=CC=C12)=O)C1=NC2=CC=CN=C2C=C1 (3-(4-methylpiperazin-1-yl)carbonyloxy-2-(1,5-naphthyridin-2-yl) isoindolin-1-one). The yield is 56.0%. RXN SMILES: [H-].[Na+].[OH:3][CH:4]1[C:12]2[C:7](=[CH:8][CH:9]=[CH:10][CH:11]=2)[C:6](=[O:13])[N:5]1[C:14]1[CH:23]=[CH:22][C:21]2[C:16](=[CH:17][CH:18]=[CH:19][N:20]=2)[N:15]=1.Cl[C:25]([N:27]1[CH2:32][CH2:31][N:30]([CH3:33])[CH2:29][CH2:28]1)=[O:26].O>CN(C)C=O>[CH3:33][N:30]1[CH2:31][CH2:32][N:27]([C:25]([O:13][CH:6]2[C:7]3[C:12](=[CH:11][CH:10]=[CH:9][CH:8]=3)[C:4](=[O:3])[N:5]2[C:14]2[CH:23]=[CH:22][C:21]3[C:16](=[CH:17][CH:18]=[CH:19][N:20]=3)[N:15]=2)=[O:26])[CH2:28][CH2:29]1 |f:0.1|. Reported procedure: A suspension of sodium hydride (50% dispersion in mineral oil) (1.46 g.) in anhydrous dimethylformamide (80 cc.) is added to a suspension of 3-hydroxy-2-(1,5-naphthyridin-2-yl)isoindolin-1-one (7 g.) in anhydrous dimethylformamide (410 cc.). When the evolution of gas has ceased, a solution of 1-chlorocarbonyl-4-methyl-piperazine (4.6 g.) in anhydrous dimethylformamide (25 cc.) is added dropwise. After stirring for 4 hours, the reaction mixture is poured into water (3,000 cc.) cooled to 13° C. Th... Reactants: NC=1C=CC(=C(C(=O)OC)C1)O (methyl 5-amino-2-hydroxybenzoate), N1=CC=CC=C1 (pyridine), Cl (HCl), CS(=O)(=O)Cl (methanesulfonyl chloride). Run in C(Cl)Cl (DCM), O (Water). Conditions: time 4 hour. Product: OC1=C(C(=O)OC)C=C(C=C1)NS(=O)(=O)C (methyl 2-hydroxy-5-(methylsulfonamido)benzoate). The yield is 92.5%. Reaction SMILES: [NH2:1][C:2]1[CH:3]=[CH:4][C:5]([OH:12])=[C:6]([CH:11]=1)[C:7]([O:9][CH3:10])=[O:8].N1C=CC=CC=1.[CH3:19][S:20](Cl)(=[O:22])=[O:21].Cl>C(Cl)Cl.O>[OH:12][C:5]1[CH:4]=[CH:3][C:2]([NH:1][S:20]([CH3:19])(=[O:22])=[O:21])=[CH:11][C:6]=1[C:7]([O:9][CH3:10])=[O:8]. Procedure details: To a solution of methyl 5-amino-2-hydroxybenzoate (9.58 g, 57.3 mmol) in DCM (150 ml), pyridine (9.27 ml, 115 mmol) was added followed by methanesulfonyl chloride (4.47 ml, 57.3 mmol). The reaction mixture was stirred at RT for 4 hours. Water (50 ml) and HCl 6M (15 ml) were added, and the resulting precipitate was collected by filtration, washed with water and dried to give methyl 2-hydroxy-5-(methylsulfonamido)benzoate (13 g, 53.0 mmol, 92% yield, MS/ESI+ 246.0 [MH]+). The reactants are Cl.NO (hydroxylamine hydrochloride), C([O-])([O-])=O.[Na+].[Na+] (sodium carbonate), CC1=C2C=C(C(NC2=CC=N1)=O)C#N (1,2-dihydro-5-methyl-2-oxo-1,6-naphthyridine-3-carbonitrile), C(C)O (ethanol). Run in O (water). Product: CC1=C2C=C(C(NC2=CC=N1)=O)C(N)=NO (1,2-dihydro-5-methyl-2-oxo-1,6-naphthyridin-3-amidoxime). The yield is 96.3%. Reaction SMILES: Cl.[NH2:2][OH:3].C(=O)([O-])[O-].[Na+].[Na+].C(O)C.[CH3:13][C:14]1[N:23]=[CH:22][CH:21]=[C:20]2[C:15]=1[CH:16]=[C:17]([C:25]#[N:26])[C:18](=[O:24])[NH:19]2>O>[CH3:13][C:14]1[N:23]=[CH:22][CH:21]=[C:20]2[C:15]=1[CH:16]=[C:17]([C:25](=[N:2][OH:3])[NH2:26])[C:18](=[O:24])[NH:19]2 |f:0.1,2.3.4|. Procedure details: To a solution of hydroxylamine hydrochloride (4.17 g) in water (50 ml) was added sodium carbonate (3.18 g) with stirring under ice cooling. To the solution were subsequently added ethanol (200 ml) and 1,2-dihydro-5-methyl-2-oxo-1,6-naphthyridine-3-carbonitrile (3.70 g), and the mixture was refluxed for 2 hours. After distilling off the solvent under reduced pressure, water was added to the residue, and the precipitated crystals were separated by filtration. The product was washed with water, iso... Reactants: CC1=C(SC=C1)C(=O)O (3-methyl-2-thiophenecarboxylic acid), C(C(=O)Cl)(=O)Cl (oxalyl chloride). Solvent: C1=CC=CC=C1 (benzene). Yields the product CC1=C(SC=C1)C(=O)Cl (3-methylthenoyl chloride). Yield: 100.3%. As a reaction SMILES: [CH3:1][C:2]1[CH:6]=[CH:5][S:4][C:3]=1[C:7]([OH:9])=O.C(Cl)(=O)C([Cl:13])=O>C1C=CC=CC=1>[CH3:1][C:2]1[CH:6]=[CH:5][S:4][C:3]=1[C:7]([Cl:13])=[O:9]. Procedure: In 100 ml of benzene was suspended 3.00 g (21.1 mmol) of 3-methyl-2-thiophenecarboxylic acid, oxalyl chloride [7.36 ml (84.4 mmol)] was added and the mixture was refluxed for 2 hours. After cooling, the solvent was distilled off to obtain 3.40 g of 3-methylthenoyl chloride (yield: quant.). To a solution of 1.50 g (6.23 mmol) of 4-(3-aminopropylthio)pyridine dihydrochloride and 2.61 ml (18.7 mmol) of triethylamine in 60 ml of methylene chloride, 1.20 ml (7.48 mmol) of the 3-methylthenoyl chloride... Reactants: [H-].[Na+] (sodium hydride), ClC1=CC(=C(NS(=O)(=O)C2=CC=C(C=C2)C)C=C1)[N+](=O)[O-] (4′-chloro-2′-nitro-p-toluenesulfonanilide), O (water), C(C)I (ethyl iodide). Run in CN(C)C=O (DMF). Yields the product ClC1=CC(=C(N(S(=O)(=O)C2=CC=C(C=C2)C)CC)C=C1)[N+](=O)[O-] (4′-Chloro-N-ethyl-2′-nitro-p-toluenesulfonanilide). Yield: 73.5%. As a reaction SMILES: [H-].[Na+].[Cl:3][C:4]1[CH:20]=[CH:19][C:7]([NH:8][S:9]([C:12]2[CH:17]=[CH:16][C:15]([CH3:18])=[CH:14][CH:13]=2)(=[O:11])=[O:10])=[C:6]([N+:21]([O-:23])=[O:22])[CH:5]=1.[CH2:24](I)[CH3:25].O>CN(C=O)C>[Cl:3][C:4]1[CH:20]=[CH:19][C:7]([N:8]([CH2:24][CH3:25])[S:9]([C:12]2[CH:13]=[CH:14][C:15]([CH3:18])=[CH:16][CH:17]=2)(=[O:11])=[O:10])=[C:6]([N+:21]([O-:23])=[O:22])[CH:5]=1 |f:0.1|. Procedure: To a suspension of sodium hydride (60%, 0.05 g (1.25 mmol)) in DMF (2.0 ml), 4′-chloro-2′-nitro-p-toluenesulfonanilide (0.30 g (0.92 mmol)) was added with stirring at room temperature. To the resulting mixture, after 15 minutes' stirring at room temperature, ethyl iodide (0.50 ml (6.25 mmol)) was added dropwise. After one hour's heating at 100° C. with stirring, the reaction mixture was poured into water and extracted with ethyl acetate. The extract was washed with water and saturated sodium chl... The reactants are COC(CCCCCCNCC1=CC=C(C=C1)C=1SC=CN1)=O (7-(4-Thiazol-2-yl-benzylamino)-heptanoic acid methyl ester), CN1C=NC(=C1)S(=O)(=O)Cl (1-methyl-1H-imidazole-4-sulfonyl chloride). Solvent: C(C)N(CC)CC (triethylamine). Product: COC(CCCCCCN(CC1=CC=C(C=C1)C=1SC=CN1)S(=O)(=O)C=1N=CN(C1)C)=O (7-[(1-Methyl-1H-imidazole-4-sulfonyl)-(4-thiazol-2-yl-benzyl)-amino]-heptanoic acid methyl ester). Reaction SMILES: [CH3:1][O:2][C:3](=[O:23])[CH2:4][CH2:5][CH2:6][CH2:7][CH2:8][CH2:9][NH:10][CH2:11][C:12]1[CH:17]=[CH:16][C:15]([C:18]2[S:19][CH:20]=[CH:21][N:22]=2)=[CH:14][CH:13]=1.[CH3:24][N:25]1[CH:29]=[C:28]([S:30](Cl)(=[O:32])=[O:31])[N:27]=[CH:26]1>C(N(CC)CC)C>[CH3:1][O:2][C:3](=[O:23])[CH2:4][CH2:5][CH2:6][CH2:7][CH2:8][CH2:9][N:10]([S:30]([C:28]1[N:27]=[CH:26][N:25]([CH3:24])[CH:29]=1)(=[O:32])=[O:31])[CH2:11][C:12]1[CH:13]=[CH:14][C:15]([C:18]2[S:19][CH:20]=[CH:21][N:22]=2)=[CH:16][CH:17]=1. Procedure details: The title compound of Step B was prepared from 7-(4-thiazol-2-yl-benzylamino)-heptanoic acid methyl ester of Step A and 1-methyl-1H-imidazole-4-sulfonyl chloride following the method described in Example 1, Step B using triethylamine in place of N,N-diisopropylethylamine. 1H NMR (400 MHz, CDCl3) δ 7.90 (d, 2H), 7.85 (d, 1H), 7.49 (s, 1H), 7.43 (m, 3H), 7.32 (d, 1H), 4.47 (s, 2H), 3.74 (s, 3H), 3.62 (s, 3H), 3.20 (t, 2H), 2.20 (t, 2H), 1.48 (m, 2H), 1.40 (m, 2H), 1.15 (m, 4H); MS 477 (M+1). Reactants: BrBr (Bromine), C(C)(=O)OC=1C(=C(C2=C(C=C(O2)C(C)=O)C1)C)C (1-(5-Acetoxy-6,7-dimethyl-benzofuran-2-yl)-ethanone), BrBr (bromine). Run in C(Cl)(Cl)Cl (chloroform). Conditions: temperature 70 celsius, time 10 minute. Yields the product BrCC(=O)C=1OC2=C(C1)C=C(C(=C2C)C)OC(C)=O (2-bromo-1-(5-acetoxy-6,7-dimethyl-benzofuran-2-yl)-ethanone). Isolated yield 83.6%. Reaction SMILES: [C:1]([O:4][C:5]1[C:6]([CH3:18])=[C:7]([CH3:17])[C:8]2[O:12][C:11]([C:13](=[O:15])[CH3:14])=[CH:10][C:9]=2[CH:16]=1)(=[O:3])[CH3:2].[Br:19]Br>C(Cl)(Cl)Cl>[Br:19][CH2:14][C:13]([C:11]1[O:12][C:8]2[C:7]([CH3:17])=[C:6]([CH3:18])[C:5]([O:4][C:1](=[O:3])[CH3:2])=[CH:16][C:9]=2[CH:10]=1)=[O:15]. Reported procedure: 1-(5-Acetoxy-6,7-dimethyl-benzofuran-2-yl)-ethanone (83 mg) (prepared from 1-(5-hydroxy-6,7-dimethyl-benzofuran-2-yl)-ethanone from Example 14 with acetanhydride and pyridine), was dissolved in chloroform (10 mL). Bromine (50 mg) was added and the solution was stirred at 70° C. for 10 min. When the color of bromine disapeared, the mixture was evaporated to dryness. The residue was purified by silica gel column eluting with 30% EtOAc in hexane to give 85 mg of 2-bromo-1-(5-acetoxy-6,7-dimethyl-be... The reactants are CCOC(=O)CBr, O=C([O-])[O-], COc1cc(-c2cc(=Nc3c(C)cc(C)cc3C)n(C)c(=O)n2C)ccc1O, CC(C)=O, [K+], [K+]. Yields the product CCOC(=O)COc1ccc(-c2cc(=Nc3c(C)cc(C)cc3C)n(C)c(=O)n2C)cc1OC. RXN SMILES: [Br:35][CH2:36][C:37](=[O:38])[O:39][CH2:40][CH3:41].[C:29](=[O:30])([O-:31])[O-:32].[CH3:1][n:2]1[c:3](=[O:28])[n:4]([CH3:27])[c:5](=[N:17][c:18]2[c:19]([CH3:26])[cH:20][c:21]([CH3:25])[cH:22][c:23]2[CH3:24])[cH:6][c:7]1-[c:8]1[cH:9][c:10]([O:15][CH3:16])[c:11]([OH:14])[cH:12][cH:13]1.[CH3:42][C:43](=[O:44])[CH3:45].[K+:33].[K+:34]>>[CH3:1][n:2]1[c:3](=[O:28])[n:4]([CH3:27])[c:5](=[N:17][c:18]2[c:19]([CH3:26])[cH:20][c:21]([CH3:25])[cH:22][c:23]2[CH3:24])[cH:6][c:7]1-[c:8]1[cH:9][c:10]([O:15][CH3:16])[c:11]([O:14][CH2:36][C:37](=[O:38])[O:39][CH2:40][CH3:41])[cH:12][cH:13]1.